This data is from the Open Reaction Database (ORD), a public repository of structured organic reaction records. The task is: describe an organic reaction: reactants, conditions, products, and yield RXN SMILES: [CH3:1][C:2]1[C:11]2[C:6](=[CH:7][C:8]([C:12]3[O:13][C:14]4[CH:26]=[CH:25][CH:24]=[CH:23][C:15]=4[C:16]=3[C:17](=[O:22])[CH2:18][CH2:19][CH2:20][CH3:21])=[CH:9][CH:10]=2)[CH:5]=[CH:4][C:3]=1[O:27][CH2:28][C:29]#[N:30].[BH4-].[Na+]>C(O)C>[OH:22][CH:17]([C:16]1[C:15]2[CH:23]=[CH:24][CH:25]=[CH:26][C:14]=2[O:13][C:12]=1[C:8]1[CH:7]=[C:6]2[C:11](=[CH:10][CH:9]=1)[C:2]([CH3:1])=[C:3]([O:27][CH2:28][C:29]#[N:30])[CH:4]=[CH:5]2)[CH2:18][CH2:19][CH2:20][CH3:21] |f:1.2|. The solvent is C(C)O (ethanol). Product: OC(CCCC)C1=C(OC2=C1C=CC=C2)C=2C=C1C=CC(=C(C1=CC2)C)OCC#N (2-({6-[3-(1-hydroxypentyl)-1-benzofuran-2-yl]-1-methyl-2-naphthyl}oxy)acetonitrile). Reported procedure: Following the procedure described in Step 1 of Example 11, 2-{[1-methyl-6-(3-pentanoyl-1-benzofuran-2-yl)-2-naphthyl]oxy}acetonitrile (0.874 g, 2.20 mmol) was reduced with sodium borohydride (0.495 g, 13.1 mmol) in ethanol (25 mL). 2-({6-[3-(1-hydroxypentyl)-1-benzofuran-2-yl]-1-methyl-2-naphthyl}oxy)acetonitrile was obtained as a yellow gum (0.838 g,). 1HNMR (300 MHz, DMSO-d6): δ8.3 (s, 1H), 8.15 (d, 1H, J=9.2 Hz), 8.0 (t, 1H, J=8.5 Hz), 7.9 (t, 1H, J=7.7 Hz), 7.55 (q, 3H, J=8.2 Hz), 7.25-7.35 ... The reactants are CC1=C(C=CC2=CC(=CC=C12)C=1OC2=C(C1C(CCCC)=O)C=CC=C2)OCC#N (2-{[1-methyl-6-(3-pentanoyl-1-benzofuran-2-yl)-2-naphthyl]oxy}acetonitrile), [BH4-].[Na+] (sodium borohydride).